This data is from the Open Reaction Database (ORD), a public repository of structured organic reaction records. The task is: describe an organic reaction: reactants, conditions, products, and yield Reactants: OC1=CC(=C(C(=C1)C)C(C)=O)C (1-(4-hydroxy-2,6-dimethylphenyl)ethanone), ClCC1CC1 (chloromethylcyclopropane), C([O-])([O-])=O.[K+].[K+] (potassium carbonate). Run in CN(C)C=O (DMF). Reaction conditions: temperature 80 celsius. The product is C1(CC1)COC1=CC(=C(C(=C1)C)C(C)=O)C (1-(4-(cyclopropylmethoxy)-2,6-dimethylphenyl)ethanone). The yield is 99.7%. RXN SMILES: [OH:1][C:2]1[CH:7]=[C:6]([CH3:8])[C:5]([C:9](=[O:11])[CH3:10])=[C:4]([CH3:12])[CH:3]=1.Cl[CH2:14][CH:15]1[CH2:17][CH2:16]1.C(=O)([O-])[O-].[K+].[K+]>CN(C=O)C>[CH:15]1([CH2:14][O:1][C:2]2[CH:3]=[C:4]([CH3:12])[C:5]([C:9](=[O:11])[CH3:10])=[C:6]([CH3:8])[CH:7]=2)[CH2:17][CH2:16]1 |f:2.3.4|. Procedure details: A vigorously stirred mixture of 1-(4-hydroxy-2,6-dimethylphenyl)ethanone (4-2, 1.00 g, 10.9 mmol), chloromethylcyclopropane (4-1, 1.22 g, 7.4 mmol), and powdered potassium carbonate (1.54 g, 11.1 mmol) in DMF (10.0 mL) was heated at 80° C. for 16 h under N2. The mixture was allowed to cool and was filtered through Diatomaceous earth. The filtrate was concentrated under reduced pressure and the residue was extracted with EtOAc. The organic layer was washed with saturated aqueous sodium carbonate ... Starting materials: COCCOC, COc1cc2ncnc(Cl)c2cc1OC, OB(O)c1cccnc1F, [Na+], O=C([O-])O, c1ccc(P(c2ccccc2)(c2ccccc2)[Pd](P(c2ccccc2)(c2ccccc2)c2ccccc2)(P(c2ccccc2)(c2ccccc2)c2ccccc2)P(c2ccccc2)(c2ccccc2)c2ccccc2)cc1. The product is COc1cc2ncnc(-c3cccnc3F)c2cc1OC. Reaction SMILES: [CH3:108][O:109][CH2:110][CH2:111][O:112][CH3:113].[Cl:1][c:2]1[n:3][cH:4][n:5][c:6]2[cH:7][c:8]([O:14][CH3:15])[c:9]([O:12][CH3:13])[cH:10][c:11]12.[F:16][c:17]1[n:18][cH:19][cH:20][cH:21][c:22]1[B:23]([OH:24])[OH:25].[Na+:30].[O-:26][C:27]([OH:28])=[O:29].[cH:31]1[cH:32][cH:33][c:34]([P:35]([Pd:36]([P:37]([c:38]2[cH:39][cH:40][cH:41][cH:42][cH:43]2)([c:44]2[cH:45][cH:46][cH:47][cH:48][cH:49]2)[c:50]2[cH:51][cH:52][cH:53][cH:54][cH:55]2)([P:56]([c:57]2[cH:58][cH:59][cH:60][cH:61][cH:62]2)([c:63]2[cH:64][cH:65][cH:66][cH:67][cH:68]2)[c:69]2[cH:70][cH:71][cH:72][cH:73][cH:74]2)[P:75]([c:76]2[cH:77][cH:78][cH:79][cH:80][cH:81]2)([c:82]2[cH:83][cH:84][cH:85][cH:86][cH:87]2)[c:88]2[cH:89][cH:90][cH:91][cH:92][cH:93]2)([c:94]2[cH:95][cH:96][cH:97][cH:98][cH:99]2)[c:100]2[cH:101][cH:102][cH:103][cH:104][cH:105]2)[cH:106][cH:107]1>>[c:2]1(-[c:22]2[c:17]([F:16])[n:18][cH:19][cH:20][cH:21]2)[n:3][cH:4][n:5][c:6]2[cH:7][c:8]([O:14][CH3:15])[c:9]([O:12][CH3:13])[cH:10][c:11]12.